This data is from the Open Reaction Database (ORD), a public repository of structured organic reaction records. The task is: describe an organic reaction: reactants, conditions, products, and yield Reactants: C(C1=CC=CC=C1)OC=1C=C2C=C(NC2=CC1)C(=O)OC (5-benzyloxy-2-carbomethoxyindole), CN(C(CBr)=O)CCC1=CC=CC=C1 (N-methyl-N-phenethyl-2-bromoacetamide). Yields the product CN(C(CN1C(=CC2=CC(=CC=C12)OCC1=CC=CC=C1)C(=O)OC)=O)CCC1=CC=CC=C1 (N-methyl-N-phenethyl-2-(5-benzyloxy-2-carbomethoxyindol-1-yl)acetamide). RXN SMILES: [CH2:1]([O:8][C:9]1[CH:10]=[C:11]2[C:15](=[CH:16][CH:17]=1)[NH:14][C:13]([C:18]([O:20][CH3:21])=[O:19])=[CH:12]2)[C:2]1[CH:7]=[CH:6][CH:5]=[CH:4][CH:3]=1.[CH3:22][N:23]([CH2:28][CH2:29][C:30]1[CH:35]=[CH:34][CH:33]=[CH:32][CH:31]=1)[C:24](=[O:27])[CH2:25]Br>>[CH3:22][N:23]([CH2:28][CH2:29][C:30]1[CH:35]=[CH:34][CH:33]=[CH:32][CH:31]=1)[C:24](=[O:27])[CH2:25][N:14]1[C:15]2[C:11](=[CH:10][C:9]([O:8][CH2:1][C:2]3[CH:3]=[CH:4][CH:5]=[CH:6][CH:7]=3)=[CH:17][CH:16]=2)[CH:12]=[C:13]1[C:18]([O:20][CH3:21])=[O:19]. Reported procedure: Following the procedure of Example 10, 5-benzyloxy-2-carbomethoxyindole is alkylated with N-methyl-N-phenethyl-2-bromoacetamide to give N-methyl-N-phenethyl-2-(5-benzyloxy-2-carbomethoxyindol-1-yl)acetamide. (m.p. 155°-156° C.) Procedure details: A mixture of thiobenzamide (13.7 g, 0.10 mol), 1,3-dichloroacetone (12.7 g, 0.10 mol), sodium bicarbonate (8.4 g, 0.10 mol) and dichloroethane (200 mL) is refluxed for 6 hours. The reaction mixture is cooled to 23° C. and the solid by-products are removed by filtration. The filtrate is concentrated under reduced pressure to give the crude product (19.0 g). This material is recrystallized from hexane and the title product is obtained as a light yellow solid (18.2 g) in 86.0% yield, m.p. 44°-48° C... Reaction conditions: temperature 23 celsius. Starting materials: C(C1=CC=CC=C1)(=S)N (thiobenzamide), ClCC(=O)CCl (1,3-dichloroacetone), C([O-])(O)=O.[Na+] (sodium bicarbonate). The yield is 86.0%. The product is ClCC=1N=C(SC1)C1=CC=CC=C1 (4-Chloromethyl-2-phenylthiazole), solid. Run in ClC(C)Cl (dichloroethane). As a reaction SMILES: [C:1]([NH2:9])(=[S:8])[C:2]1[CH:7]=[CH:6][CH:5]=[CH:4][CH:3]=1.[Cl:10][CH2:11][C:12]([CH2:14]Cl)=O.C(=O)(O)[O-].[Na+]>ClC(Cl)C>[Cl:10][CH2:11][C:12]1[N:9]=[C:1]([C:2]2[CH:7]=[CH:6][CH:5]=[CH:4][CH:3]=2)[S:8][CH:14]=1 |f:2.3|. Reactants: [Cl-], [Cl-], ClCCC1(CCCl)c2ccccc2Sc2ccccc21, Cl, Ic1ccccc1, O, c1ccncc1. Product: O=S1c2ccccc2C(CCCl)(CCCl)c2ccccc21. As a reaction SMILES: [Cl-:21].[Cl-:22].[Cl:1][CH2:2][CH2:3][C:4]1([CH2:18][CH2:19][Cl:20])[c:5]2[cH:6][cH:7][cH:8][cH:9][c:10]2[S:11][c:12]2[cH:13][cH:14][cH:15][cH:16][c:17]21.[ClH:30].[I:23][c:24]1[cH:25][cH:26][cH:27][cH:28][cH:29]1.[OH2:31].[cH:32]1[cH:33][cH:34][n:35][cH:36][cH:37]1>>[Cl:1][CH2:2][CH2:3][C:4]1([CH2:18][CH2:19][Cl:20])[c:5]2[cH:6][cH:7][cH:8][cH:9][c:10]2[S:11](=[O:31])[c:12]2[cH:13][cH:14][cH:15][cH:16][c:17]21. Starting materials: N1=NSC2=NC=C(C=C21)C(=O)O ([1,2,3]Thiadiazolo[5,4-b]pyridine-6-carboxylic acid), C(C(C)C)OC(=O)Cl (isobutylchloroformate), [BH4-].[Na+] (sodium borohydride). Yields the product N1=NSC2=NC=C(C=C21)CO ([1,2,3]Thiadiazolo[5,4-b]pyridin-6-yl-methanol). The yield is 15.9%. Reaction SMILES: [N:1]1[C:9]2[C:4](=[N:5][CH:6]=[C:7]([C:10](O)=[O:11])[CH:8]=2)[S:3][N:2]=1.C(OC(Cl)=O)C(C)C.[BH4-].[Na+]>>[N:1]1[C:9]2[C:4](=[N:5][CH:6]=[C:7]([CH2:10][OH:11])[CH:8]=2)[S:3][N:2]=1 |f:2.3|. Reported procedure: The carboxylic acid (iii) (0.82 g) was reacted with isobutylchloroformate and sodium borohydride to afford a semi-solid (0.12 g), after chromatography on silica gel (chloroform).